Dataset: the Open Reaction Database (ORD), a public repository of structured organic reaction records. Task: describe an organic reaction: reactants, conditions, products, and yield Reactants: Cc1ccccc1, ClC(Cl)Cl, OCc1ccc(-c2ccc(F)cc2)cc1Cl, O=S(Cl)Cl. The product is Fc1ccc(-c2ccc(CCl)c(Cl)c2)cc1. As a reaction SMILES: [CH3:21][c:22]1[cH:23][cH:24][cH:25][cH:26][cH:27]1.[CH:28]([Cl:29])([Cl:30])[Cl:31].[Cl:1][c:2]1[cH:3][c:4](-[c:10]2[cH:11][cH:12][c:13]([F:16])[cH:14][cH:15]2)[cH:5][cH:6][c:7]1[CH2:8][OH:9].[S:17]([Cl:18])([Cl:19])=[O:20]>>[Cl:1][c:2]1[cH:3][c:4](-[c:10]2[cH:11][cH:12][c:13]([F:16])[cH:14][cH:15]2)[cH:5][cH:6][c:7]1[CH2:8][Cl:19]. Reactants: ClC1=C(C=C(C(=C1)Cl)Cl)OC([C@@H](NC(=O)OC(C)(C)C)C)=O (N-t-butoxycarbonyl-L-alanine 2,4,5-trichlorophenyl ester), C(C1=CC=CC=C1)OC(CN)=O (glycine benzyl ester). Run in C(Cl)Cl (methylene chloride). Run at time 8 hour. Yields the product C(C1=CC=CC=C1)OC(CNC([C@@H](NC(=O)OC(C)(C)C)C)=O)=O (N-t-butoxycarbonyl-L-alanylglycine benzyl ester). RXN SMILES: ClC1C=C(Cl)C(Cl)=CC=1[O:10][C:11](=O)[C@H:12]([CH3:21])[NH:13][C:14]([O:16][C:17]([CH3:20])([CH3:19])[CH3:18])=[O:15].[CH2:23]([O:30][C:31](=[O:34])[CH2:32][NH2:33])[C:24]1[CH:29]=[CH:28][CH:27]=[CH:26][CH:25]=1>C(Cl)Cl>[CH2:23]([O:30][C:31](=[O:34])[CH2:32][NH:33][C:11](=[O:10])[C@H:12]([CH3:21])[NH:13][C:14]([O:16][C:17]([CH3:19])([CH3:18])[CH3:20])=[O:15])[C:24]1[CH:29]=[CH:28][CH:27]=[CH:26][CH:25]=1. Reported procedure: 19.3 Parts N-t-butoxycarbonyl-L-alanine 2,4,5-trichlorophenyl ester and 9.7 parts glycine benzyl ester are dissolved in 200 parts methylene chloride and the resulting solution is stirred overnight at room temperature. Removal of the solvents under reduced pressure affords crude N-t-butoxycarbonyl-L-alanylglycine benzyl ester which is purified by low pressure column chromatography. The purified blocked dipeptide is then dissolved in 50 parts dioxane and stirred with a 10 fold excess of 2 N HCl in...